Dataset: the Open Reaction Database (ORD), a public repository of structured organic reaction records. Task: describe an organic reaction: reactants, conditions, products, and yield The reactants are FC(CCl)F (2,2-difluoro-1-chloroethane), C1(C=2C(C(N1)=O)=CC=CC2)=O.[K] (potassium phthalimide). Run in CN(C=O)C (N,N-dimethylformamide). Conditions: temperature 120 celsius, time 12 hour. Product: FC(CN1C(C2=CC=CC=C2C1=O)=O)F (2-(2,2-difluoroethyl)-1H-isoindole-1,3(2H)-dione). Yield: 99.6%. As a reaction SMILES: [F:1][CH:2]([F:5])[CH2:3]Cl.[C:6]1(=[O:16])[NH:10][C:9](=[O:11])[C:8]2=[CH:12][CH:13]=[CH:14][CH:15]=[C:7]12.[K]>CN(C)C=O>[F:1][CH:2]([F:5])[CH2:3][N:10]1[C:6](=[O:16])[C:7]2[C:8](=[CH:12][CH:13]=[CH:14][CH:15]=2)[C:9]1=[O:11] |f:1.2,^1:16|. Procedure details: An amount of 21.4 g (0.214 mol) of 2,2-difluoro-1-chloroethane and 20 g (0.107 mol) of potassium phthalimide are dissolved in 95 g of N,N-dimethylformamide. The reaction mixture is stirred in an autoclave under pressure at 120° C. for 12 h. After the end of the reaction, cooling is carried out to ambient temperature and the solvent is exhaustively removed under vacuum. The remaining residue is treated with 100 ml of water and the solid is filtered off. The filter residue is washed twice with wat...